describe an organic reaction: reactants, conditions, products, and yield From a dataset of the Open Reaction Database (ORD), a public repository of structured organic reaction records. Starting materials: FC(COC1=C(C=CC(=C1)OC1=NC=CC=C1)CC(=O)O)(F)F (2-(2,2,2-trifluoroethoxy)-4-(2-pyridyloxy)-phenylacetic acid), C(N)(=O)C1NCCN(C1)C1=C(C=CC=C1)C (2-carbamoyl-4-(2-methylphenyl)piperazine), C=1C=CC2=C(C1)N=NN2O (HOBT), C(CCl)Cl (EDC), CCN(C(C)C)C(C)C (DIEA). Solvent: CN(C)C=O (DMF). Reaction conditions: time 14 hour. Product: N1=C(C=CC=C1)OC1=CC(=C(C=C1)CC(=O)N1C(CN(CC1)C1=C(C=CC=C1)C)C(N)=O)OCC(F)(F)F (1-(4-(2-pyridinyloxy)-2-(2,2,2-trifluoroethoxy)phenylacetyl)-2-carbamoyl-4-(2-methylphenyl)piperazine). Reaction SMILES: [F:1][C:2]([F:23])([F:22])[CH2:3][O:4][C:5]1[CH:10]=[C:9]([O:11][C:12]2[CH:17]=[CH:16][CH:15]=[CH:14][N:13]=2)[CH:8]=[CH:7][C:6]=1[CH2:18][C:19]([OH:21])=O.[C:24]([CH:27]1[CH2:32][N:31]([C:33]2[CH:38]=[CH:37][CH:36]=[CH:35][C:34]=2[CH3:39])[CH2:30][CH2:29][NH:28]1)(=[O:26])[NH2:25].C1C=CC2N(O)N=NC=2C=1.C(Cl)CCl.CCN(C(C)C)C(C)C>CN(C=O)C>[N:13]1[CH:14]=[CH:15][CH:16]=[CH:17][C:12]=1[O:11][C:9]1[CH:8]=[CH:7][C:6]([CH2:18][C:19]([N:28]2[CH2:29][CH2:30][N:31]([C:33]3[CH:38]=[CH:37][CH:36]=[CH:35][C:34]=3[CH3:39])[CH2:32][CH:27]2[C:24](=[O:26])[NH2:25])=[O:21])=[C:5]([O:4][CH2:3][C:2]([F:1])([F:23])[F:22])[CH:10]=1. Procedure details: To a stirred solution of 2-(2,2,2-trifluoroethoxy)-4-(2-pyridyloxy)phenylacetic acid (0.10 g, 0.31 mmol) from Step 4 above and 2-carbamoyl-4-(2-methylphenyl)piperazine (0.08 g, 0.35 mmol) from Step 4 of Example 1 in DMF (2 mL) was added HOBT (0.06 g, 0.35 mmol), EDC (0.10 g, 0.5 mmol), and DIEA (0.09 mL, 0.5 mmol). The solution was stirred at ambient temperature for 14 h and the solvent was removed under reduced pressure. The residue was partitioned between EtOAc (50 mL) and saturated aqueous Na... The reactants are FC(C(=O)O)(F)F (Trifluoroacetic acid), C1(CC1)CN1C[C@@H](SC[C@H](C1=O)NC(OC(C)(C)C)=O)C1=CC=CC=C1 (tert-butyl (2S,6S)-4-(cyclopropylmethyl)-5-oxo-2-phenyl-1,4-thiazepan-6-ylcarbamate). The solvent is ClCCl (dichloromethane). Run at time 1 hour. Product: N[C@H]1C(N(C[C@@H](SC1)C1=CC=CC=C1)CC1CC1)=O ((2S,6S)-6-Amino-4-(cyclopropylmethyl)-2-phenyl-1,4-thiazepan-5-one). Yield: 86.3%. Reaction SMILES: FC(F)(F)C(O)=O.[CH:8]1([CH2:11][N:12]2[C:18](=[O:19])[C@H:17]([NH:20]C(=O)OC(C)(C)C)[CH2:16][S:15][C@@H:14]([C:28]3[CH:33]=[CH:32][CH:31]=[CH:30][CH:29]=3)[CH2:13]2)[CH2:10][CH2:9]1>ClCCl>[NH2:20][C@@H:17]1[CH2:16][S:15][C@@H:14]([C:28]2[CH:33]=[CH:32][CH:31]=[CH:30][CH:29]=2)[CH2:13][N:12]([CH2:11][CH:8]2[CH2:10][CH2:9]2)[C:18]1=[O:19]. Procedure details: Trifluoroacetic acid (2.0 mL) was added to a solution of tert-butyl (2S,6S)-4-(cyclopropylmethyl)-5-oxo-2-phenyl-1,4-thiazepan-6-ylcarbamate (90 mg, 0.239 mmol) in dichloromethane (5 mL). After 1 h, the mixture was concentrated and aqueous saturated sodium bicarbonate was added. The mixture was extracted with dichloromethane (2×), and the combined organic extracts were dried over magnesium sulfate, filtered, and concentrated to give the crude product (57 mg). 1H NMR (500 MHz, CDCl3) □ 7.38-7.30 ... Reactants: BrCCBr, COC(=O)C(I)=CC1CCCCCC1, C[Si](C)(C)Cl, [Cl-], Cc1nnnn1-c1ccc(I)cc1Cl, [NH4+], C1CCOC1, [Zn], c1ccc(P(c2ccccc2)c2ccccc2)cc1. The product is COC(=O)C(=CC1CCCCCC1)c1ccc(-n2nnnc2C)c(Cl)c1. RXN SMILES: [Br:1][CH2:2][CH2:3][Br:4].[CH3:10][O:11][C:12]([C:13](=[CH:14][CH:15]1[CH2:16][CH2:17][CH2:18][CH2:19][CH2:20][CH2:21]1)[I:22])=[O:23].[CH3:5][Si:6]([Cl:7])([CH3:8])[CH3:9].[Cl-:57].[Cl:43][c:44]1[c:45](-[n:51]2[n:52][n:53][n:54][c:55]2[CH3:56])[cH:46][cH:47][c:48]([I:50])[cH:49]1.[NH4+:58].[O:59]1[CH2:60][CH2:61][CH2:62][CH2:63]1.[Zn:64].[c:24]1([P:25]([c:26]2[cH:27][cH:28][cH:29][cH:30][cH:31]2)[c:32]2[cH:33][cH:34][cH:35][cH:36][cH:37]2)[cH:38][cH:39][cH:40][cH:41][cH:42]1>>[CH3:10][O:11][C:12]([C:13](=[CH:14][CH:15]1[CH2:16][CH2:17][CH2:18][CH2:19][CH2:20][CH2:21]1)[c:48]1[cH:47][cH:46][c:45](-[n:51]2[n:52][n:53][n:54][c:55]2[CH3:56])[c:44]([Cl:43])[cH:49]1)=[O:23].